Dataset: the Open Reaction Database (ORD), a public repository of structured organic reaction records. Task: describe an organic reaction: reactants, conditions, products, and yield Reactants: BrC1=C(N(C=C(C1=O)OCC1=CC=CC=C1)CC1=CC=CC=C1)C(=O)OCC1=CC=CC=C1 (3-Bromo-1,4-dihydro-4-oxo-5-(phenylmethoxy)-1-(phenylmethyl)-2-pyridinecarboxylic acid, phenylmethyl ester), [K] (potassium). Run in O1CCCC1 (tetrahydrofuran), O (H2O). Run at time 24 hour. The product is BrC=1C(=NC=C(C1OCC1=CC=CC=C1)OCC1=CC=CC=C1)C(=O)O (3 -Bromo-4,5-bis(phenylmethoxy)-2-pyridinecarboxlic acid). Reaction SMILES: [Br:1][C:2]1[C:7](=[O:8])[C:6]([O:9][CH2:10][C:11]2[CH:16]=[CH:15][CH:14]=[CH:13][CH:12]=2)=[CH:5][N:4](CC2C=CC=CC=2)[C:3]=1[C:24]([O:26]CC1C=CC=CC=1)=[O:25].[K]>O1CCCC1.O>[Br:1][C:2]1[C:3]([C:24]([OH:26])=[O:25])=[N:4][CH:5]=[C:6]([O:9][CH2:10][C:11]2[CH:12]=[CH:13][CH:14]=[CH:15][CH:16]=2)[C:7]=1[O:8][CH2:10][C:11]1[CH:16]=[CH:15][CH:14]=[CH:13][CH:12]=1 |^1:33|. Reported procedure: 3.8 g of 3-Bromo-1,4-dihydro-4-oxo-5-(phenylmethoxy)-1-(phenylmethyl)-2-pyridinecarboxylic acid, phenylmethyl ester and 0.54 g potassium hydroxyde were dissolved in 30 ml tetrahydrofuran and 3 ml H2O. After stirring for 24 hours at room temperature, the THF was distilled off and 20 ml H2O were added to the residue. The pH was adjusted to 3.5 with 2NHCl. Crystals of the title compound were formed and filtered off, washed with 20 ml H2O and dried; yield 3 g of the title compound white crystals. Starting materials: COc1ccc(C(=O)Cl)cc1, ClCCl, NCc1ccc(N)cc1. Yields the product COc1ccc(C(=O)NCc2ccc(N)cc2)cc1. Reaction SMILES: [C:10]([c:11]1[cH:12][cH:13][c:14]([O:17][CH3:18])[cH:15][cH:16]1)(=[O:19])[Cl:20].[Cl:21][CH2:22][Cl:23].[NH2:1][c:2]1[cH:3][cH:4][c:5]([CH2:6][NH2:7])[cH:8][cH:9]1>>[NH2:1][c:2]1[cH:3][cH:4][c:5]([CH2:6][NH:7][C:10]([c:11]2[cH:12][cH:13][c:14]([O:17][CH3:18])[cH:15][cH:16]2)=[O:19])[cH:8][cH:9]1. The reactants are CO, O=C1CC=CC2CCCC(c3cc(F)c(F)c(F)c3)N12, [H][H], O=[Pt]. Product: O=C1CCCC2CCCC(c3cc(F)c(F)c(F)c3)N12. Reaction SMILES: [CH3:23][OH:24].[F:1][c:2]1[cH:3][c:4]([CH:10]2[N:11]3[C:12](=[O:20])[CH2:13][CH:14]=[CH:15][CH:16]3[CH2:17][CH2:18][CH2:19]2)[cH:5][c:6]([F:9])[c:7]1[F:8].[H:21][H:22].[Pt:25]=[O:26]>>[F:1][c:2]1[cH:3][c:4]([CH:10]2[N:11]3[C:12](=[O:20])[CH2:13][CH2:14][CH2:15][CH:16]3[CH2:17][CH2:18][CH2:19]2)[cH:5][c:6]([F:9])[c:7]1[F:8]. Starting materials: FCC1=CC=CC(=N1)C#CCCNC (4-(6-(fluoromethyl)pyridin-2-yl)-N-methylbut-3-yn-1-amine), ClC1=C(C(=O)Cl)C=CC=C1 (2-chlorobenzoyl chloride). Product: ClC1=C(C(=O)N(C)CCC#CC2=NC(=CC=C2)CF)C=CC=C1 (2-chloro-N-(4-(6-(fluoromethyl)pyridin-2-yl)but-3-ynyl)-N-methylbenzamide). The yield is 31.1%. As a reaction SMILES: [F:1][CH2:2][C:3]1[N:8]=[C:7]([C:9]#[C:10][CH2:11][CH2:12][NH:13][CH3:14])[CH:6]=[CH:5][CH:4]=1.[Cl:15][C:16]1[CH:24]=[CH:23][CH:22]=[CH:21][C:17]=1[C:18](Cl)=[O:19]>>[Cl:15][C:16]1[CH:24]=[CH:23][CH:22]=[CH:21][C:17]=1[C:18]([N:13]([CH2:12][CH2:11][C:10]#[C:9][C:7]1[CH:6]=[CH:5][CH:4]=[C:3]([CH2:2][F:1])[N:8]=1)[CH3:14])=[O:19]. Procedure details: The title compound was prepared in accordance with the general method of Example 199(D), from 4-(6-(fluoromethyl)pyridin-2-yl)-N-methylbut-3-yn-1-amine (70 mg, 0.36 mmol) and 2-chlorobenzoyl chloride (76 mg, 0.44 mmol). The crude residue was purified over silicagel chromatography (prepacked 10 g silicagel column, DCM/MeOH: from 100/0 to 98/2 as eluent) to afford 37 mg of 2-chloro-N-(4-(6-(fluoromethyl)pyridin-2-yl)but-3-ynyl)-N-methylbenzamide as a brown oil (Yield: 31%).